Dataset: the Open Reaction Database (ORD), a public repository of structured organic reaction records. Task: describe an organic reaction: reactants, conditions, products, and yield Starting materials: [NH4+].[Cl-] (NH4Cl), O=C(C(=O)OCC)C=1C=C2C3(C(N(C2=CC1)C)N(CC3)C)C (1,2,3,3a,8,8a-hexahydro-α-oxo-1,3a,8-trimethyl-5-pyrrolo[2,3-b]indole acetic acid, ethyl ester), C(Cl)Cl (Methylene chloride). The reagents and catalysts are [O-]CC.[Ti+4].[O-]CC.[O-]CC.[O-]CC (titanium (IV) ethoxide). Run in C1(=CC=CC=C1)CCO (phenylethyl alcohol). The product is O=C(C(=O)OCCC1=CC=CC=C1)C=1C=C2C3(C(N(C2=CC1)C)N(CC3)C)C (1,2,3,3a,8,8a-hexahydro-α-oxo-1,3a,8-trimethyl-5-pyrrolo[2,3-b]indole acetic acid, phenylethyl ester). Yield: 151.4%. Reaction SMILES: [O:1]=[C:2]([C:8]1[CH:9]=[C:10]2[C:14](=[CH:15][CH:16]=1)[N:13]([CH3:17])[CH:12]1[N:18]([CH3:21])[CH2:19][CH2:20][C:11]21[CH3:22])[C:3]([O:5][CH2:6][CH3:7])=[O:4].[NH4+].[Cl-].C(Cl)Cl>C1(CCO)C=CC=CC=1.[O-]CC.[Ti+4].[O-]CC.[O-]CC.[O-]CC>[O:1]=[C:2]([C:8]1[CH:9]=[C:10]2[C:14](=[CH:15][CH:16]=1)[N:13]([CH3:17])[CH:12]1[N:18]([CH3:21])[CH2:19][CH2:20][C:11]21[CH3:22])[C:3]([O:5][CH2:6][CH2:7][C:8]1[CH:9]=[CH:10][CH:14]=[CH:15][CH:16]=1)=[O:4] |f:1.2,5.6.7.8.9|. Procedure details: To a chilled (0° C.) solution of 1,2,3,3a,8,8a-hexahydro-α-oxo-1,3a,8-trimethyl-5-pyrrolo[2,3-b]indole acetic acid, ethyl ester (0.76 g) in anhydrous phenylethyl alcohol (18.1 ml) was added titanium (IV) ethoxide (0.22 ml) via syringe under a nitrogen atmosphere. The solution was warmed to room temperature and heated to just under reflux for 3 hours. The solution was then cooled to 0° C. and saturated NH4Cl solution was added slowly until a precipitate formed. Methylene chloride (200 ml) was the... The reactants are CCCCCCCCCCCCCCC(CCCCCCCCCCCCCC)C(=O)O, CO, [Na+], [OH-], O=S(=O)(O)O. The product is CCCCCCCCCCCCCCC(CCCCCCCCCCCCCC)C(=O)OC. RXN SMILES: [CH2:1]([CH2:2][CH2:3][CH2:4][CH2:5][CH2:6][CH2:7][CH2:8][CH2:9][CH2:10][CH2:11][CH2:12][CH2:13][CH3:14])[CH:15]([C:16](=[O:17])[OH:18])[CH2:19][CH2:20][CH2:21][CH2:22][CH2:23][CH2:24][CH2:25][CH2:26][CH2:27][CH2:28][CH2:29][CH2:30][CH2:31][CH3:32].[CH3:40][OH:41].[Na+:39].[OH-:38].[S:33](=[O:34])(=[O:35])([OH:36])[OH:37]>>[CH2:1]([CH2:2][CH2:3][CH2:4][CH2:5][CH2:6][CH2:7][CH2:8][CH2:9][CH2:10][CH2:11][CH2:12][CH2:13][CH3:14])[CH:15]([C:16](=[O:17])[O:18][CH3:40])[CH2:19][CH2:20][CH2:21][CH2:22][CH2:23][CH2:24][CH2:25][CH2:26][CH2:27][CH2:28][CH2:29][CH2:30][CH2:31][CH3:32]. Procedure details: To a suspension of NaH (8.18 g, 135.13 mmol, 60%) in dimethyl sulfoxide (100 mL) were added dropwise a mixture of (4-trifluoromethyl-phenyl)-acetonitrile (236) (25 g, 135.13 mmol) and 1,4-dibromobutane (16 mL, 135.13 mmol) dissolved in dimethyl sulfoxide:ether (1:1) (300 mL) at 0° C. and the reaction mixture was stirred at this temperature for 2 h. After completion of the reaction, water (100 mL) and 10% HCl solution (50 mL) were added to the mixture and extracted with ethyl acetate (2×400 ml). ... Reaction SMILES: [H-].[Na+].[F:3][C:4]([F:15])([F:14])[C:5]1[CH:10]=[CH:9][C:8]([CH2:11][C:12]#[N:13])=[CH:7][CH:6]=1.Br[CH2:17][CH2:18][CH2:19][CH2:20]Br.Cl>CS(C)=O.CS(C)=O.CCOCC.O>[F:3][C:4]([F:14])([F:15])[C:5]1[CH:6]=[CH:7][C:8]([C:11]2([C:12]#[N:13])[CH2:20][CH2:19][CH2:18][CH2:17]2)=[CH:9][CH:10]=1 |f:0.1,6.7|. Product: FC(C1=CC=C(C=C1)C1(CCCC1)C#N)(F)F (1-(4-trifluoromethyl-phenyl)-cyclopentanecarbonitrile). Reactants: Cl (HCl), FC(C1=CC=C(C=C1)CC#N)(F)F ((4-trifluoromethyl-phenyl)-acetonitrile), BrCCCCBr (1,4-dibromobutane), [H-].[Na+] (NaH). The solvent is O (water), CS(=O)C (dimethyl sulfoxide), CS(=O)C.CCOCC (dimethyl sulfoxide ether). Run at time 2 hour. The yield is 65.0%. The reactants are C(C1=CC=CC=C1)NC1CC2=C(CCC1)C=CC(=C2)OC (N-benzyl-(3-methoxy-6,7,8,9-tetrahydro-5H-benzocyclohepten-6-yl)amine), ClC=1C=C(C=CC1)[C@H]1OC1 ((R)-3-chlorophenyl oxirane). The solvent is C(C)O (ethanol). The product is C(C1=CC=CC=C1)N(C1CC2=C(CCC1)C=CC(=C2)OC)C[C@H](O)C2=CC(=CC=C2)Cl ((1R)-2-[N-benzyl-N-(3-methoxy-6,7,8,9-tetrahydro-5H-benzocyclohepten-6-yl)amino]-1-(3-chlorophenyl)ethanol). The yield is 86.1%. RXN SMILES: [CH2:1]([NH:8][CH:9]1[CH2:15][CH2:14][CH2:13][C:12]2[CH:16]=[CH:17][C:18]([O:20][CH3:21])=[CH:19][C:11]=2[CH2:10]1)[C:2]1[CH:7]=[CH:6][CH:5]=[CH:4][CH:3]=1.[Cl:22][C:23]1[CH:24]=[C:25]([C@@H:29]2[CH2:31][O:30]2)[CH:26]=[CH:27][CH:28]=1>C(O)C>[CH2:1]([N:8]([CH2:31][C@@H:29]([C:25]1[CH:26]=[CH:27][CH:28]=[C:23]([Cl:22])[CH:24]=1)[OH:30])[CH:9]1[CH2:15][CH2:14][CH2:13][C:12]2[CH:16]=[CH:17][C:18]([O:20][CH3:21])=[CH:19][C:11]=2[CH2:10]1)[C:2]1[CH:3]=[CH:4][CH:5]=[CH:6][CH:7]=1. Reported procedure: A mixture of N-benzyl-(3-methoxy-6,7,8,9-tetrahydro-5H-benzocyclohepten-6-yl)amine (0.30 g) and (R)-3-chlorophenyl oxirane (0.18 g) in ethanol (0.6 ml) was refluxed overnight. The reaction mixture was evaporated in vacuo, and the residue was purified by column chromatography on silica gel eluting with a mixture of hexane and ethyl acetate (5:1). The product (0.43 g) was treated with 4N hydrogen chloride in ethyl acetate and powdered from diisopropyl ether to afford (1R)-2-[N-benzyl-N-(3-methoxy-... Reactants: [OH-].[K+] (KOH), COC(\C=C/C=C/[C@@H]([C@H](C[C@@H](\C=C/[C@@H]([C@@H]([C@@H](C[C@H](CC[C@H]([C@@H]([C@H]([C@H](\C=C/C=C)C)O)C)O[Si](C)(C)C(C)(C)C)C)C)O[Si](C)(C)C(C)(C)C)C)O[Si](C)(C)C(C)(C)C)O[Si](C)(C)C(C)(C)C)C)=O ((2Z,4E,6S,7S,9S,10Z,12S,13R,14R,16S,19R,20R,21S,22S,23Z)-Methyl-7,9,13,19-tetrakis(tert-butyldimethylsilyloxy)-21-hydroxy-6,12,14,16,20,22-hexamethylhexacosa-2,4,10,23, 25-pentaenoate), ester. The solvent is CCO (EtOH), C1CCOC1 (THF). The product is [Si](C)(C)(C(C)(C)C)O[C@H]([C@H](/C=C/C=C\C(=O)O)C)C[C@@H](\C=C/[C@@H]([C@@H]([C@@H](C[C@H](CC[C@H]([C@@H]([C@H]([C@H](\C=C/C=C)C)O)C)O[Si](C)(C)C(C)(C)C)C)C)O[Si](C)(C)C(C)(C)C)C)O[Si](C)(C)C(C)(C)C ((2Z,4E,6S,7S,9S,10Z,12S,13R,14R,16S,19R,20R,21S,22S,23Z)-7,9,13,19-tetrakis(tert-Butyldimethylsilyloxy)-21-hydroxy-6,12,14,1 6,20,22-hexamethylhexacosa-2,4,10,23,25-pentaenoic acid). As a reaction SMILES: [OH-].[K+].C[O:4][C:5](=[O:70])/[CH:6]=[CH:7]\[CH:8]=[CH:9]\[C@H:10]([CH3:69])[C@@H:11]([O:61][Si:62]([C:65]([CH3:68])([CH3:67])[CH3:66])([CH3:64])[CH3:63])[CH2:12][C@H:13]([O:53][Si:54]([C:57]([CH3:60])([CH3:59])[CH3:58])([CH3:56])[CH3:55])/[CH:14]=[CH:15]\[C@H:16]([CH3:52])[C@H:17]([O:44][Si:45]([C:48]([CH3:51])([CH3:50])[CH3:49])([CH3:47])[CH3:46])[C@H:18]([CH3:43])[CH2:19][C@@H:20]([CH3:42])[CH2:21][CH2:22][C@@H:23]([O:34][Si:35]([C:38]([CH3:41])([CH3:40])[CH3:39])([CH3:37])[CH3:36])[C@H:24]([CH3:33])[C@@H:25]([OH:32])[C@@H:26]([CH3:31])/[CH:27]=[CH:28]\[CH:29]=[CH2:30]>CCO.C1COCC1>[Si:62]([O:61][C@@H:11]([CH2:12][C@H:13]([O:53][Si:54]([C:57]([CH3:60])([CH3:59])[CH3:58])([CH3:55])[CH3:56])/[CH:14]=[CH:15]\[C@H:16]([CH3:52])[C@H:17]([O:44][Si:45]([C:48]([CH3:51])([CH3:50])[CH3:49])([CH3:46])[CH3:47])[C@H:18]([CH3:43])[CH2:19][C@@H:20]([CH3:42])[CH2:21][CH2:22][C@@H:23]([O:34][Si:35]([C:38]([CH3:39])([CH3:40])[CH3:41])([CH3:37])[CH3:36])[C@H:24]([CH3:33])[C@@H:25]([OH:32])[C@@H:26]([CH3:31])/[CH:27]=[CH:28]\[CH:29]=[CH2:30])[C@@H:10]([CH3:69])/[CH:9]=[CH:8]/[CH:7]=[CH:6]\[C:5]([OH:70])=[O:4])([C:65]([CH3:66])([CH3:67])[CH3:68])([CH3:64])[CH3:63] |f:0.1|. Reported procedure: 1N aqueous KOH solution (1.2 mL) was added to a stirred solution of the above 97 (0.12 g, 0.12 μmol) in EtOH (12 mL), THF (1 mL) and the mixture was refluxed gently until the ester disappeared (about 5 h) as determined by TLC analysis. The ethanolic solution was concentrated and then diluted with ether (4 mL). After the solution was acidified to pH3 with 1N HCl solution, organic phase was separated and aqueous phase was extracted with Et2O (2×5 mL). The combined organic phases were dried with Mg... The reactants are N1(CCCC1)CCOC1=C2C=3C(=CC(=C(C3C(C2=CC=C1)=O)[N+](=O)[O-])OCCC)OC (5-(2-Pyrrolidinyl-ethoxy)-4-methoxy-2-propoxy-1-nitro-fluoren-9-one), O.O.Cl[Sn]Cl (SnCl2.2H2O). The product is Cl.N1(CCCC1)CCOC1=C2C=3C(=CC(=C(C3C(C2=CC=C1)=O)N)OCCC)OC (5-(-2-pyrrolidinyl-ethoxy)-1-amino-4-methoxy-2-propyloxy-fluoren-9-one hydrochloride). Yield: 33.0%. RXN SMILES: [N:1]1([CH2:6][CH2:7][O:8][C:9]2[CH:21]=[CH:20][CH:19]=[C:18]3[C:10]=2[C:11]2[C:12]([O:30][CH3:31])=[CH:13][C:14]([O:26][CH2:27][CH2:28][CH3:29])=[C:15]([N+:23]([O-])=O)[C:16]=2[C:17]3=[O:22])[CH2:5][CH2:4][CH2:3][CH2:2]1.O.O.[Cl:34][Sn]Cl>>[ClH:34].[N:1]1([CH2:6][CH2:7][O:8][C:9]2[CH:21]=[CH:20][CH:19]=[C:18]3[C:10]=2[C:11]2[C:12]([O:30][CH3:31])=[CH:13][C:14]([O:26][CH2:27][CH2:28][CH3:29])=[C:15]([NH2:23])[C:16]=2[C:17]3=[O:22])[CH2:5][CH2:4][CH2:3][CH2:2]1 |f:1.2.3,4.5|. Procedure details: 5-(2-Pyrrolidinyl-ethoxy)-4-methoxy-2-propoxy-1-nitro-fluoren-9-one (0.30 g, 0.7 mmol) and stannous chloride dihydrate (1.0 g, 0.7 mmol) are reacted as described in Example 9A to give the title compound (0.10 g, 33%). m.p. 122°-124° C. The reactants are CCOC(=O)Cc1ccc(OC)c(Oc2ccc(Br)cc2CBr)c1, CC1NC(=O)OC1c1ccccc1. The product is CCOC(=O)Cc1ccc(OC)c(Oc2ccc(Br)cc2CN2C(=O)OC(c3ccccc3)C2C)c1. As a reaction SMILES: [CH2:1]([CH3:2])[O:3][C:4]([CH2:5][c:6]1[cH:7][c:8]([O:14][c:15]2[c:16]([CH2:22][Br:23])[cH:17][c:18]([Br:21])[cH:19][cH:20]2)[c:9]([O:12][CH3:13])[cH:10][cH:11]1)=[O:24].[CH3:25][CH:26]1[NH:27][C:28](=[O:37])[O:29][CH:30]1[c:31]1[cH:32][cH:33][cH:34][cH:35][cH:36]1>>[CH2:1]([CH3:2])[O:3][C:4]([CH2:5][c:6]1[cH:7][c:8]([O:14][c:15]2[c:16]([CH2:22][N:27]3[CH:26]([CH3:25])[CH:30]([c:31]4[cH:32][cH:33][cH:34][cH:35][cH:36]4)[O:29][C:28]3=[O:37])[cH:17][c:18]([Br:21])[cH:19][cH:20]2)[c:9]([O:12][CH3:13])[cH:10][cH:11]1)=[O:24].